The task is: describe an organic reaction: reactants, conditions, products, and yield. This data is from the Open Reaction Database (ORD), a public repository of structured organic reaction records. Starting materials: O[C@H]1[C@@H](COC1)OC1=NC(=NC2=CC=CC=C12)N1CCNCC1 (4-[(3R,4R)-(4-Hydroxytetrahydrofuran-3-yl)oxy]-2-(1-piperazinyl)quinazoline), CO (methanol). The product is C(C)(=O)O.O[C@H]1[C@@H](COC1)OC1=NC(=NC2=CC=CC=C12)N1CCNCC1 (4-[(3R,4R)-(4-hydroxytetrahydrofuran-3-yl)oxy]-2-(1-piperazinyl) quinazoline monoacetate). RXN SMILES: [OH:1][C@@H:2]1[CH2:6][O:5][CH2:4][C@H:3]1[O:7][C:8]1[C:17]2[C:12](=[CH:13][CH:14]=[CH:15][CH:16]=2)[N:11]=[C:10]([N:18]2[CH2:23][CH2:22][NH:21][CH2:20][CH2:19]2)[N:9]=1.C[OH:25]>>[C:6]([OH:25])(=[O:5])[CH3:2].[OH:1][C@@H:2]1[CH2:6][O:5][CH2:4][C@H:3]1[O:7][C:8]1[C:17]2[C:12](=[CH:13][CH:14]=[CH:15][CH:16]=2)[N:11]=[C:10]([N:18]2[CH2:19][CH2:20][NH:21][CH2:22][CH2:23]2)[N:9]=1 |f:2.3|. Procedure: 4-[(3R,4R)-(4-Hydroxytetrahydrofuran-3-yl)oxy]-2-(1-piperazinyl)quinazoline (cf. Example 19) (758 mg) is dissolved in methanol, and the mixture is evaporated to dryness under reduced pressure. The residue is dissolved in acetone (15 ml), and the mixture is filtered, and to the filtrate is added acetic acid (202 mg), and the mixture is allowed to stand at room temperature. The precipitated crystals are separated by filtration to give 4-[(3R,4R)-(4-hydroxytetrahydrofuran-3-yl)oxy]-2-(1-piperazinyl... Reactants: N1C(NCC1)=O (2-imidazolidinone), C(=O)([O-])[O-].[K+].[K+] (K2CO3), FC1=C(CCl)C=CC=C1 (2-fluorobenzyl chloride), O (water). The solvent is CS(=O)C (dimethylsulfoxide). Run at time 1.8 hour. The product is FC1=C(CN2C(NCC2)=O)C=CC=C1 (1-(2-Fluorobenzyl)-2-imidazolidinone). Yield: 86.0%. Reaction SMILES: [NH:1]1[CH2:5][CH2:4][NH:3][C:2]1=[O:6].C([O-])([O-])=O.[K+].[K+].[F:13][C:14]1[CH:21]=[CH:20][CH:19]=[CH:18][C:15]=1[CH2:16]Cl.O>CS(C)=O>[F:13][C:14]1[CH:21]=[CH:20][CH:19]=[CH:18][C:15]=1[CH2:16][N:1]1[CH2:5][CH2:4][NH:3][C:2]1=[O:6] |f:1.2.3|. Procedure details: A 21.5 g (0.25 mole) portion of 2-imidazolidinone in 125 ml of dimethylsulfoxide was treated with 34.5 g (0.25 mole) of K2CO3, 20 g (0.12 mole) of KI and 36.3 g (0.25 mole) of 2-fluorobenzyl chloride. The reaction mixture was heated to 105° over 0.3 hours, held at 105° for 1.8 hours, and poured into 1.51 of water all with rapid stirring. The aqueous mixture was extracted with 1.3 l of chloroform. The chloroform extract was washed with 500 ml of H2O, dried over MgSO4 overnight and filtered. The f... Reactants: CC#N.O (CH3CN water), C(#N)[BH3-].[Na+] (sodium cyanoborohydride), C1(=CC=CC=C1)C1=NOC(=C1C(F)(F)F)C=1SC2=C(N1)CCC1=CC(=CC=C12)C=O (2-(3-phenyl-4-(trifluoromethyl)isoxazol-5-yl)-4,5-dihydronaphtho[2,1-d]thiazole-7-carbaldehyde), N1CC(C1)C(=O)O (azetidine-3-carboxylic acid). The reagents and catalysts are CC(=O)O (AcOH). The solvent is CO (MeOH), ClCCCl (1,2-dichloroethane). Run at temperature 80 celsius, time 1 hour. The product is C1(=CC=CC=C1)C1=NOC(=C1C(F)(F)F)C=1SC2=C(N1)CCC1=CC(=CC=C12)CN1CC(C1)C(=O)O (1-((2-(3-phenyl-4-(trifluoromethyl)isoxazol-5-yl)-4,5-dihydronaphtho[2,1-d]thiazol-7-yl)methyl)azetidine-3-carboxylic acid), C(=O)(C(F)(F)F)O (TFA). Yield: 2.3%. Reaction SMILES: [C:1]1([C:7]2[C:11]([C:12]([F:15])([F:14])[F:13])=[C:10]([C:16]3[S:17][C:18]4[C:28]5[C:23](=[CH:24][C:25]([CH:29]=O)=[CH:26][CH:27]=5)[CH2:22][CH2:21][C:19]=4[N:20]=3)[O:9][N:8]=2)[CH:6]=[CH:5][CH:4]=[CH:3][CH:2]=1.[NH:31]1[CH2:34][CH:33]([C:35]([OH:37])=[O:36])[CH2:32]1.C([BH3-])#N.[Na+].CC#N.[OH2:45]>CO.ClCCCl.CC(O)=O>[C:1]1([C:7]2[C:11]([C:12]([F:15])([F:13])[F:14])=[C:10]([C:16]3[S:17][C:18]4[C:28]5[C:23](=[CH:24][C:25]([CH2:29][N:31]6[CH2:34][CH:33]([C:35]([OH:37])=[O:36])[CH2:32]6)=[CH:26][CH:27]=5)[CH2:22][CH2:21][C:19]=4[N:20]=3)[O:9][N:8]=2)[CH:2]=[CH:3][CH:4]=[CH:5][CH:6]=1.[C:11]([OH:36])([C:12]([F:15])([F:14])[F:13])=[O:45] |f:2.3,4.5|. Reported procedure: To a stirring solution of 2-(3-phenyl-4-(trifluoromethyl)isoxazol-5-yl)-4,5-dihydronaphtho[2,1-d]thiazole-7-carbaldehyde (Preparation 56F, 352 mg, 0.825 mmol) and azetidine-3-carboxylic acid (100 mg, 0.990 mmol) in MeOH (5 mL) and 1,2-dichloroethane (5.00 mL) was added at room temperature about 3-4 drops of AcOH. The reaction mixture was immersed in an oil bath heated at 80° C. and stirred for 1 h. It was cooled to room temperature and was treated with sodium cyanoborohydride (62.2 mg, 0.990 mmo... Starting materials: O1C(OCCC1)C=1C=C(C=CC1)SC=1C=CC(=C(C1)C=C(C#N)CC1CCOCC1)[N+](=O)[O-] (3-[5-(3-[1,3]dioxan-2-yl-phenylsulfanyl)-2-nitro-phenyl]-2-(tetrahydro-pyran-4-ylmethyl)-acrylonitrile), [NH4+].[Cl-] (NH4Cl), CO (CH3OH), 300W. The reagents and catalysts are [Zn] (Zn). Solvent: C1CCOC1 (THF). The product is O1C(OCCC1)C=1C=C(C=CC1)SC=1C=C2C=C(C(=NC2=CC1)N)CC1CCOCC1 (6-(3-[1,3]Dioxan-2-yl-phenylsulfanyl)-3-(tetrahydro-pyran-4-ylmethyl)-quinolin-2-ylamine). As a reaction SMILES: [O:1]1[CH2:6][CH2:5][CH2:4][O:3][CH:2]1[C:7]1[CH:8]=[C:9]([S:13][C:14]2[CH:15]=[CH:16][C:17]([N+:31]([O-])=O)=[C:18]([CH:20]=[C:21]([CH2:24][CH:25]3[CH2:30][CH2:29][O:28][CH2:27][CH2:26]3)[C:22]#[N:23])[CH:19]=2)[CH:10]=[CH:11][CH:12]=1.[NH4+].[Cl-].CO>[Zn].C1COCC1>[O:1]1[CH2:6][CH2:5][CH2:4][O:3][CH:2]1[C:7]1[CH:8]=[C:9]([S:13][C:14]2[CH:19]=[C:18]3[C:17](=[CH:16][CH:15]=2)[N:31]=[C:22]([NH2:23])[C:21]([CH2:24][CH:25]2[CH2:30][CH2:29][O:28][CH2:27][CH2:26]2)=[CH:20]3)[CH:10]=[CH:11][CH:12]=1 |f:1.2|. Reported procedure: In four μwave tubes, 3-[5-(3-[1,3]dioxan-2-yl-phenylsulfanyl)-2-nitro-phenyl]-2-(tetrahydro-pyran-4-ylmethyl)-acrylonitrile (0.175 g, 0.375 mmol, each tube), Zn (2.5 g, 0.038 mol, each tube), NH4Cl (0.8 g, 0.015 mol, each tube), CH3OH (3 mL, in each tube) and THF (3 mL, in each tube) was reacted via μwave at 300W, 150° C. for 11 min. The resulting mixtures were combined and then filtered through Celite®. The solvent was removed to yield a residue which was purified by reverse phase column chroma...